This data is from the Open Reaction Database (ORD), a public repository of structured organic reaction records. The task is: describe an organic reaction: reactants, conditions, products, and yield Procedure details: A solution of 4,5α-epoxy-3-methoxymethoxy-6α-(4-(4-methoxyphenyl)-butyryloxy)-17-methyl-morphinan-7-ene (1.01 g, 2 mmol) in MeOH (40 ml) is mixed with 10% Pd/C (650 mg) and agitated for 1.5 hours under 1 bar of H2 pressure. The catalyst is removed by filtering through Celite and the filtrate is evaporated down. The residue is pure 4,5α-epoxy-3-methoxymethoxy-6α-(4-(4-methoxyphenyl)-butyryloxy)-17-methyl-morphinane (0.87 g, 85.7%). RXN SMILES: [O:1]1[C@@H:13]2[C@@:14]34[CH2:16][CH2:17][N:18]([CH3:19])[C@@H:8]([C@@H:9]3[CH:10]=[CH:11][C@@H:12]2[O:20][C:21](=[O:33])[CH2:22][CH2:23][CH2:24][C:25]2[CH:30]=[CH:29][C:28]([O:31][CH3:32])=[CH:27][CH:26]=2)[CH2:7][C:6]2=[C:15]4[C:2]1=[C:3]([O:34][CH2:35][O:36][CH3:37])[CH:4]=[CH:5]2>CO.[Pd]>[O:1]1[C@@H:13]2[C@@:14]34[CH2:16][CH2:17][N:18]([CH3:19])[C@@H:8]([C@@H:9]3[CH2:10][CH2:11][C@@H:12]2[O:20][C:21](=[O:33])[CH2:22][CH2:23][CH2:24][C:25]2[CH:26]=[CH:27][C:28]([O:31][CH3:32])=[CH:29][CH:30]=2)[CH2:7][C:6]2=[C:15]4[C:2]1=[C:3]([O:34][CH2:35][O:36][CH3:37])[CH:4]=[CH:5]2. The solvent is CO (MeOH). Conditions: time 1.5 hour. The reactants are O1C2=C(C=CC=3C[C@@H]4[C@@H]5C=C[C@@H]([C@H]1[C@@]5(C23)CCN4C)OC(CCCC4=CC=C(C=C4)OC)=O)OCOC (4,5α-epoxy-3-methoxymethoxy-6α-(4-(4-methoxyphenyl)-butyryloxy)-17-methyl-morphinan-7-ene). Reagents/catalysts: [Pd] (Pd/C). The product is O1C2=C(C=CC=3C[C@@H]4[C@@H]5CC[C@@H]([C@H]1[C@@]5(C23)CCN4C)OC(CCCC4=CC=C(C=C4)OC)=O)OCOC (4,5α-Epoxy-3-methoxymethoxy-6α-(4-(4-methoxyphenyl)-butyryloxy)-17-methyl-morphinane). Product: CSCC(=O)C1=CC=C(C=C1)Cl (2-methylthio-4'-chloroacetophenone). The yield is 97.0%. Run at temperature -20 celsius, time 30 minute. Solvent: O1CCCC1 (tetrahydrofuran), CO (methanol). Reaction SMILES: [OH-].[Na+].[CH3:3][SH:4].Br[CH2:6][C:7]([C:9]1[CH:14]=[CH:13][C:12]([Cl:15])=[CH:11][CH:10]=1)=[O:8]>CO.O1CCCC1>[CH3:3][S:4][CH2:6][C:7]([C:9]1[CH:14]=[CH:13][C:12]([Cl:15])=[CH:11][CH:10]=1)=[O:8] |f:0.1|. Reported procedure: To 11.3 g (141 mmole) of 50% aqueous sodium hydroxide dissolved in 50 ml of methanol and cooled to -20° C. was added 7.7 g (160 mmole) of gaseous methyl mercaptan. To this solution was added 30.5 g (130 mmole) of 2-bromo-4'-chloroacetophenone dissolved in 40 g of tetrahydrofuran. After warming to room temperature and stirring for 30 minutes the mixture was concentrated in vacuo, partitioned between hexanes and water, dried over anhydrous magnesium sulfate, filtered, and reconcentrated in vacuo t... The reactants are CS (methyl mercaptan), [OH-].[Na+] (sodium hydroxide), BrCC(=O)C1=CC=C(C=C1)Cl (2-bromo-4'-chloroacetophenone). The reactants are CS(C)=O, CN(C)C(=O)COC(=O)C(OCc1ccccc1)C(C)(C)COS(=O)(=O)CCCCl, [N-]=[N+]=[N-], [Na+]. Product: CN(C)C(=O)COC(=O)C(OCc1ccccc1)C(C)(C)COS(=O)(=O)CCCN=[N+]=[N-]. Reaction SMILES: [CH3:35][S:36](=[O:37])[CH3:38].[Cl:1][CH2:2][CH2:3][CH2:4][S:5](=[O:6])(=[O:7])[O:8][CH2:9][C:10]([CH:11]([C:12](=[O:13])[O:14][CH2:15][C:16]([N:17]([CH3:18])[CH3:19])=[O:20])[O:21][CH2:22][c:23]1[cH:24][cH:25][cH:26][cH:27][cH:28]1)([CH3:29])[CH3:30].[N-:32]=[N+:33]=[N-:34].[Na+:31]>>[CH2:2]([CH2:3][CH2:4][S:5](=[O:6])(=[O:7])[O:8][CH2:9][C:10]([CH:11]([C:12](=[O:13])[O:14][CH2:15][C:16]([N:17]([CH3:18])[CH3:19])=[O:20])[O:21][CH2:22][c:23]1[cH:24][cH:25][cH:26][cH:27][cH:28]1)([CH3:29])[CH3:30])[N:32]=[N+:33]=[N-:34]. Reactants: CO, COc1ccc(OC)c2c(C#C[Si](C)(C)C)c3ccccc3nc12, [F-], [K+]. Yields the product C#Cc1c2ccccc2nc2c(OC)ccc(OC)c12. As a reaction SMILES: [CH3:27][OH:28].[CH3:3][O:4][c:5]1[cH:6][cH:7][c:8]([O:25][CH3:26])[c:9]2[n:10][c:11]3[cH:12][cH:13][cH:14][cH:15][c:16]3[c:17]([C:19]#[C:20][Si:21]([CH3:22])([CH3:23])[CH3:24])[c:18]12.[F-:1].[K+:2]>>[CH3:3][O:4][c:5]1[cH:6][cH:7][c:8]([O:25][CH3:26])[c:9]2[n:10][c:11]3[cH:12][cH:13][cH:14][cH:15][c:16]3[c:17]([C:19]#[CH:20])[c:18]12. The reactants are N#CCc1ccc(OCC2CO2)cc1, CCCCNCCCC, CO. The product is CCCCN(CCCC)CC(O)COc1ccc(CC#N)cc1. As a reaction SMILES: [C:1](#[N:2])[CH2:3][c:4]1[cH:5][cH:6][c:7]([O:8][CH2:9][CH:10]2[CH2:11][O:12]2)[cH:13][cH:14]1.[CH2:15]([CH2:16][CH2:17][CH3:18])[NH:19][CH2:20][CH2:21][CH2:22][CH3:23].[CH3:24][OH:25]>>[C:1](#[N:2])[CH2:3][c:4]1[cH:5][cH:6][c:7]([O:8][CH2:9][CH:10]([CH2:11][N:19]([CH2:15][CH2:16][CH2:17][CH3:18])[CH2:20][CH2:21][CH2:22][CH3:23])[OH:12])[cH:13][cH:14]1. Starting materials: O (H2O), P(=O)(Cl)(Cl)Cl (Phosphorus oxychloride), C(#N)C=1C(=NC(=NC1O)SC)C1=CC(=CC=C1)OC (5-cyano-4-(3-methoxyphenyl)-2-methylthio-6-hydroxy-pyrimidine), CN(C1=CC=CC=C1)C (N,N-dimethylaniline). The solvent is O1CCOCC1 (1,4-dioxane). Reaction conditions: temperature 0 celsius, time 3 hour. Yields the product ClC1=C(C(=NC(=N1)SC)C1=CC(=CC=C1)OC)C#N (6-Chloro-5-cyano-4-(3-methoxyphenyl)-2-methylthio-pyrimidine). As a reaction SMILES: P(Cl)(Cl)([Cl:3])=O.[C:6]([C:8]1[C:9]([C:17]2[CH:22]=[CH:21][CH:20]=[C:19]([O:23][CH3:24])[CH:18]=2)=[N:10][C:11]([S:15][CH3:16])=[N:12][C:13]=1O)#[N:7].CN(C)C1C=CC=CC=1.O>O1CCOCC1>[Cl:3][C:13]1[N:12]=[C:11]([S:15][CH3:16])[N:10]=[C:9]([C:17]2[CH:22]=[CH:21][CH:20]=[C:19]([O:23][CH3:24])[CH:18]=2)[C:8]=1[C:6]#[N:7]. Procedure details: Phosphorus oxychloride (0.75 ml) was added to a stirred solution of 5-cyano-4-(3-methoxyphenyl)-2-methylthio-6-hydroxy-pyrimidine (example 1a, 305 mg) in dry 1,4-dioxane (1 ml). A drop of N,N-dimethylaniline was added. After 3 h at 80° C., the mixture was cooled to 0° C. in an ice bath and crushed ice was slowly added. After cessation of the exothermic reaction, H2O (3 ml) was added. The solids were collected by filtration and dried in vacuo.